describe an organic reaction: reactants, conditions, products, and yield From a dataset of the Open Reaction Database (ORD), a public repository of structured organic reaction records. The reactants are ClC=1C=C(C=CC1SC=1N(C=CN1)C)NC1=C(C=NC2=CC(=C(C=C12)OCCOC)F)C#N (4-({3-chloro-4-[(1-methyl-1H-imidazol-2-yl)sulfanyl]phenyl}amino)-7-fluoro-6-(2-methoxyethoxy)-3-quinolinecarbonitrile), CN(CCCO)C (3-dimethylamino-1-propanol). Product: ClC=1C=C(C=CC1SC=1N(C=CN1)C)NC1=C(C=NC2=CC(=C(C=C12)OCCOC)OCCCN(C)C)C#N (4-({3-chloro-4-[(1-methyl-1H-imidazol-2-yl)sulfanyl]phenyl}amino)-7-[3-(dimethylamino)propoxy]-6-(2-methoxyethoxy)-3-quinolinecarbonitrile). Reaction SMILES: [Cl:1][C:2]1[CH:3]=[C:4]([NH:15][C:16]2[C:25]3[C:20](=[CH:21][C:22](F)=[C:23]([O:26][CH2:27][CH2:28][O:29][CH3:30])[CH:24]=3)[N:19]=[CH:18][C:17]=2[C:32]#[N:33])[CH:5]=[CH:6][C:7]=1[S:8][C:9]1[N:10]([CH3:14])[CH:11]=[CH:12][N:13]=1.[CH3:34][N:35]([CH3:40])[CH2:36][CH2:37][CH2:38][OH:39]>>[Cl:1][C:2]1[CH:3]=[C:4]([NH:15][C:16]2[C:25]3[C:20](=[CH:21][C:22]([O:39][CH2:38][CH2:37][CH2:36][N:35]([CH3:40])[CH3:34])=[C:23]([O:26][CH2:27][CH2:28][O:29][CH3:30])[CH:24]=3)[N:19]=[CH:18][C:17]=2[C:32]#[N:33])[CH:5]=[CH:6][C:7]=1[S:8][C:9]1[N:10]([CH3:14])[CH:11]=[CH:12][N:13]=1. Procedure details: Following the procedure of Example 19, 4-({3-chloro-4-[(1-methyl-1H-imidazol-2-yl)sulfanyl]phenyl}amino)-7-fluoro-6-(2-methoxyethoxy)-3-quinolinecarbonitrile (300 mg, 0.62 mmol) and 2 mL of 3-dimethylamino-1-propanol provides 115 mg of 4-({3-chloro-4-[(1-methyl-1H-imidazol-2-yl)sulfanyl]phenyl}amino)-7-[3-(dimethylamino)propoxy]-6-(2-methoxyethoxy)-3-quinolinecarbonitrile, mp 194-203° C. The reactants are CC1(C)CCC2=C(O1)c1ccccc1C1(OCC(COS(C)(=O)=O)O1)C2=O, ClCCl, [N-]=[N+]=[N-], [Na+], CN(C)C=O. The product is CC1(C)CCC2=C(O1)c1ccccc1C1(OCC(CN=[N+]=[N-])O1)C2=O. Reaction SMILES: [CH3:1][S:2]([O:3][CH2:6][CH:7]1[O:8][C:9]2([C:10](=[O:25])[C:11]3=[C:16]([O:15][C:14]([CH3:23])([CH3:24])[CH2:13][CH2:12]3)[c:17]3[c:18]2[cH:19][cH:20][cH:21][cH:22]3)[O:26][CH2:27]1)(=[O:4])=[O:5].[Cl:37][CH2:38][Cl:39].[N-:29]=[N+:30]=[N-:31].[Na+:28].[O:32]=[CH:33][N:34]([CH3:35])[CH3:36]>>[CH2:6]([CH:7]1[O:8][C:9]2([C:10](=[O:25])[C:11]3=[C:16]([O:15][C:14]([CH3:23])([CH3:24])[CH2:13][CH2:12]3)[c:17]3[c:18]2[cH:19][cH:20][cH:21][cH:22]3)[O:26][CH2:27]1)[N:29]=[N+:30]=[N-:31]. Reactants: COC([C@H]1N(CCC1)C(CN(C)C([C@@](N)(CCCC(N)C(=O)OCC1=CC=CC=C1)C(=O)OC(C)(C)C)=O)=O)=O (α-tertiary butyloxycarbonyl-ε-benzyloxycarbonyl-L-lysylsarcosyl-L-proline methyl ester), solution, C1(CCCCC1)NC1CCCCC1.C(C)(C)(C)OC(=O)NCC(=O)O (tertiary butyloxycarbonylglycine dicyclohexylamine salt), Cl.COC([C@H]1N(CCC1)C(CN(C)C([C@@H](N)CCCC(N)C(=O)OCC1=CC=CC=C1)=O)=O)=O (ε-benzyloxycarbonyl-L-lysyl-sarcosyl-L-proline methyl ester hydrochloride), solution, C1(CCCCC1)N=C=NC1CCCCC1 (dicyclohexylcarbodiimide), resultant mixture. Run in ( A ), C(Cl)(Cl)Cl (chloroform), C(Cl)(Cl)Cl (chloroform). Product: COC([C@H]1N(CCC1)C(CN(C)C([C@@H](NC(CNC(=O)OC(C)(C)C)=O)CCCC(N)C(=O)OCC1=CC=CC=C1)=O)=O)=O (tertiary butyloxycarbonylglycyl-ε-benzyloxycarbonyl-L-lysyl-sarcosyl-L-proline methyl ester). Isolated yield 73.4%. As a reaction SMILES: C1(NC2CCCCC2)CCCCC1.[C:14]([O:18][C:19]([NH:21][CH2:22][C:23]([OH:25])=O)=[O:20])([CH3:17])([CH3:16])[CH3:15].Cl.[CH3:27][O:28][C:29](=[O:59])[C@@H:30]1[CH2:34][CH2:33][CH2:32][N:31]1[C:35](=[O:58])[CH2:36][N:37]([C:39](=[O:57])[C@H:40]([CH2:42][CH2:43][CH2:44][CH:45]([C:47]([O:49][CH2:50][C:51]1[CH:56]=[CH:55][CH:54]=[CH:53][CH:52]=1)=[O:48])[NH2:46])[NH2:41])[CH3:38].C1(N=C=NC2CCCCC2)CCCCC1.COC(=O)[C@@H]1CCCN1C(=O)CN(C(=O)[C@](C(OC(C)(C)C)=O)(CCCC(C(OCC1C=CC=CC=1)=O)N)N)C>C(Cl)(Cl)Cl>[CH3:27][O:28][C:29](=[O:59])[C@@H:30]1[CH2:34][CH2:33][CH2:32][N:31]1[C:35](=[O:58])[CH2:36][N:37]([C:39](=[O:57])[C@H:40]([CH2:42][CH2:43][CH2:44][CH:45]([C:47]([O:49][CH2:50][C:51]1[CH:52]=[CH:53][CH:54]=[CH:55][CH:56]=1)=[O:48])[NH2:46])[NH:41][C:23](=[O:25])[CH2:22][NH:21][C:19]([O:18][C:14]([CH3:15])([CH3:16])[CH3:17])=[O:20])[CH3:38] |f:0.1,2.3|. Reported procedure: To 50 ml of a solution of 2.79 g (0.0078 mol) of tertiary butyloxycarbonylglycine dicyclohexylamine salt and 3.96 g (0.0078 mol) of ε-benzyloxycarbonyl-L-lysyl-sarcosyl-L-proline methyl ester hydrochloride in chloroform, 5 ml of a solution of 1.61 g (0.0078 mol) of dicyclohexylcarbodiimide in chloroform was added at -10° C. Thereafter, the resultant mixture was treated by the procedure followed in the preparation of α-tertiary butyloxycarbonyl-ε-benzyloxycarbonyl-L-lysylsarcosyl-L-proline methyl... The reactants are BrC=1C=CC(=C(C(=O)OCC)C1)Cl (5-bromo-2-chloro-benzoic acid, ethyl ester), N1(CCNCCC1)C(=O)OC(C)(C)C (hexahydro-1H-1,4-diazepine-1-carboxylic acid, 1,1-dimethylethyl ester), C([O-])([O-])=O.[Cs+].[Cs+] (cesium carbonate), C1=CC=C(C=C1)P(C2=CC=CC=C2)C3=C(C4=CC=CC=C4C=C3)C5=C(C=CC6=CC=CC=C65)P(C7=CC=CC=C7)C8=CC=CC=C8 ((R)-BINAP). The reagents and catalysts are C(C)(=O)[O-].[Pd+2].C(C)(=O)[O-] (palladium (II) acetate). Run in O (water), C1(=CC=CC=C1)C (toluene). Reaction conditions: temperature 100 celsius. Product: ClC1=C(C=C(C=C1)N1CCN(CCC1)C(=O)OC(C)(C)C)C(=O)OCC (4-[4-Chloro-3-(ethoxycarbonyl)phenyl]hexahydro-1H-1,4-diazepine-1-carboxylic acid, 1,1-dimethylethyl ester). The yield is 28.9%. Reaction SMILES: Br[C:2]1[CH:3]=[CH:4][C:5]([Cl:13])=[C:6]([CH:12]=1)[C:7]([O:9][CH2:10][CH3:11])=[O:8].[N:14]1([C:21]([O:23][C:24]([CH3:27])([CH3:26])[CH3:25])=[O:22])[CH2:20][CH2:19][CH2:18][NH:17][CH2:16][CH2:15]1.C(=O)([O-])[O-].[Cs+].[Cs+].C1C=CC(P(C2C=CC3C(=CC=CC=3)C=2C2C3C(=CC=CC=3)C=CC=2P(C2C=CC=CC=2)C2C=CC=CC=2)C2C=CC=CC=2)=CC=1>C1(C)C=CC=CC=1.C([O-])(=O)C.[Pd+2].C([O-])(=O)C.O>[Cl:13][C:5]1[CH:4]=[CH:3][C:2]([N:17]2[CH2:18][CH2:19][CH2:20][N:14]([C:21]([O:23][C:24]([CH3:27])([CH3:26])[CH3:25])=[O:22])[CH2:15][CH2:16]2)=[CH:12][C:6]=1[C:7]([O:9][CH2:10][CH3:11])=[O:8] |f:2.3.4,7.8.9|. Procedure: A mixture of 5-bromo-2-chloro-benzoic acid, ethyl ester (0.50 g), hexahydro-1H-1,4-diazepine-1-carboxylic acid, 1,1-dimethylethyl ester (0.46 g), cesium carbonate (0.86 g), palladium (II) acetate (8.5 mg) and (R)-BINAP (35 mg) in toluene (3 ml) was heated at 100° C. for 14 h in a pressure vessel flushed with nitrogen. The cooled reaction mixture was poured into water and extracted (3 times) with ethyl acetate. The combined organic extracts were washed with saturated sodium chloride solution and ... Starting materials: NCC=1CS[C@H]2N(C1C(=O)O)C(C2NC(\C(=N/OC(CC)C(=O)O)\C=2N=C(SC2)N)=O)=O (3-aminomethyl-7-[2-(2-aminothiazol-4-yl)-2-((Z)-1-carboxypropoxyimino)acetamido]ceph-3-em-4-carboxylic acid), C(#N)[BH3-].[Na+] (sodium cyanoborohydride), C(C)=O (acetaldehyde), cephalosporin. Solvent: C(C)(=O)[O-].[Na+] (sodium acetate), O (water). Yields the product NC=1SC=C(N1)/C(/C(=O)NC1[C@@H]2N(C(=C(CS2)CNCC)C(=O)O)C1=O)=N/OC(CC)C(=O)O (7-[2-(2-aminothiazol-4-yl)-2-((Z)-1-carboxypropoxyimino)acetamido]-3-ethylaminomethylceph-3-em-4-carboxylic acid). As a reaction SMILES: [NH2:1][CH2:2][C:3]1[CH2:4][S:5][C@@H:6]2[CH:13]([NH:14][C:15](=[O:31])/[C:16](/[C:25]3[N:26]=[C:27]([NH2:30])[S:28][CH:29]=3)=[N:17]\[O:18][CH:19]([C:22]([OH:24])=[O:23])[CH2:20][CH3:21])[C:12](=[O:32])[N:7]2[C:8]=1[C:9]([OH:11])=[O:10].C([BH3-])#N.[Na+].[CH:37](=O)[CH3:38]>C([O-])(=O)C.[Na+].O>[NH2:30][C:27]1[S:28][CH:29]=[C:25](/[C:16](=[N:17]/[O:18][CH:19]([C:22]([OH:24])=[O:23])[CH2:20][CH3:21])/[C:15]([NH:14][CH:13]2[C:12](=[O:32])[N:7]3[C:8]([C:9]([OH:11])=[O:10])=[C:3]([CH2:2][NH:1][CH2:37][CH3:38])[CH2:4][S:5][C@H:6]23)=[O:31])[N:26]=1 |f:1.2,4.5|. Procedure details: The cephalosporin starting material may be prepared as follows: To a stirred solution of 3-aminomethyl-7-[2-(2-aminothiazol-4-yl)-2-((Z)-1-carboxypropoxyimino)acetamido]ceph-3-em-4-carboxylic acid (more polar isomer, 2.6 g) in 2.5% (w/v) pH 5.5 sodium acetate buffer (50 ml) was added sodium cyanoborohydride (0.34 g), followed by acetaldehyde (0.3 ml) in water (5 ml) over 40 minutes. The reaction mixture was then concentrated, diluted to 50 ml with water, and the pH adjusted to 3.5 with HOAc. Car... Reactants: CC(C)CCC[C@@H](C)[C@H]1[C@H](C[C@H]2[C@@H]3CC=C4C[C@H](CC[C@]4(C)[C@H]3CC[C@]12C)O)O (cholest-5-ene-3β,16β-diol), C(C)(=O)[O-].[Na+] (sodium acetate), CO (methanol). Reagents/catalysts: [O-2].[O-2].[O-2].[Cr+6] (chromium trioxide). The solvent is O (water), C(C)(=O)O (acetic acid), C(C)(=O)O (acetic acid). Run at time 16 hour. Yields the product O[C@@H]1CC2=CC[C@H]3[C@@H]4CC([C@H]([C@@H](CCCC(C)C)C)[C@]4(CC[C@@H]3[C@]2(CC1)C)C)=O (3β-Hydroxycholest-5-en-16-one). Yield: 82.2%. RXN SMILES: [CH3:1][CH:2]([CH2:4][CH2:5][CH2:6][C@H:7]([C@@H:9]1[C@:26]2([CH3:27])[C@H:12]([C@H:13]3[C@H:23]([CH2:24][CH2:25]2)[C@:21]2([CH3:22])[C:16]([CH2:17][C@@H:18]([OH:28])[CH2:19][CH2:20]2)=[CH:15][CH2:14]3)[CH2:11][C@@H:10]1[OH:29])[CH3:8])[CH3:3].C([O-])(=O)C.[Na+].CO>C(O)(=O)C.O.[O-2].[O-2].[O-2].[Cr+6]>[OH:28][C@H:18]1[CH2:19][CH2:20][C@@:21]2([CH3:22])[C:16](=[CH:15][CH2:14][C@@H:13]3[C@@H:23]2[CH2:24][CH2:25][C@@:26]2([CH3:27])[C@H:12]3[CH2:11][C:10](=[O:29])[C@@H:9]2[C@H:7]([CH3:8])[CH2:6][CH2:5][CH2:4][CH:2]([CH3:3])[CH3:1])[CH2:17]1 |f:1.2,6.7.8.9|. Procedure details: To a solution of cholest-5-ene-3β,16β-diol (700 mg, 1.7 mmol) and sodium acetate (trihydrate) 4.6 g, 34 mmol) in glacial acetic acid (85 mL) was added dropwise, a solution of chromium trioxide in water (1.7 mL) and acetic acid (0.8 mL). After stirring for 16 hours, methanol (5mL) was added and the reaction mixture concentrated at reduced pressure. Water was added and the aqueous phase extracted using dichloromethane. Drying over magnesium sulphate, concentration and purification by flash chromat... Starting materials: O=C1CCC(=O)N1Br, COCCOc1cccc2ccc(CC(CO)C(C)C)cc12, ClCCl, c1ccc(P(c2ccccc2)c2ccccc2)cc1. Yields the product COCCOc1cccc2ccc(CC(CBr)C(C)C)cc12. RXN SMILES: [Br:42][N:43]1[C:44](=[O:45])[CH2:46][CH2:47][C:48]1=[O:49].[CH3:1][O:2][CH2:3][CH2:4][O:5][c:6]1[cH:7][cH:8][cH:9][c:10]2[cH:11][cH:12][c:13]([CH2:16][CH:17]([CH2:18][OH:19])[CH:20]([CH3:21])[CH3:22])[cH:14][c:15]12.[Cl:50][CH2:51][Cl:52].[c:23]1([P:24]([c:25]2[cH:26][cH:27][cH:28][cH:29][cH:30]2)[c:31]2[cH:32][cH:33][cH:34][cH:35][cH:36]2)[cH:37][cH:38][cH:39][cH:40][cH:41]1>>[CH3:1][O:2][CH2:3][CH2:4][O:5][c:6]1[cH:7][cH:8][cH:9][c:10]2[cH:11][cH:12][c:13]([CH2:16][CH:17]([CH2:18][Br:42])[CH:20]([CH3:21])[CH3:22])[cH:14][c:15]12. Starting materials: C(C)(=O)C=1C=CC2=C(CCC3=C(S2(=O)=O)C=C(C=C3)C(=O)O)C1 (8-acetyl-10,11-dihydrodibenzo[b,f]thiepin-3-carboxylic acid 5,5-dioxide), C1=CC(=CC=2S(C3=C(C=CC21)C=CC=C3)(=O)=O)C(=O)O (dibenzo[b,f]thiepin-3-carboxylic acid 5,5-dioxide). Product: C(C)(=O)C=1C=CC2=C(CCC3=C(S2(=O)=O)C=C(C=C3)CO)C1 (8-Acetyl-3-hydroxymethyl-10,11-dihydrodibenzo[b,f]thiepin 5,5-dioxide). As a reaction SMILES: [C:1]([C:4]1[CH:5]=[CH:6][C:7]2[S:13](=[O:15])(=[O:14])[C:12]3[CH:16]=[C:17]([C:20](O)=[O:21])[CH:18]=[CH:19][C:11]=3[CH2:10][CH2:9][C:8]=2[CH:23]=1)(=[O:3])[CH3:2].C1C2C=CC3C=CC=CC=3S(=O)(=O)C=2C=C(C(O)=O)C=1>>[C:1]([C:4]1[CH:5]=[CH:6][C:7]2[S:13](=[O:14])(=[O:15])[C:12]3[CH:16]=[C:17]([CH2:20][OH:21])[CH:18]=[CH:19][C:11]=3[CH2:10][CH2:9][C:8]=2[CH:23]=1)(=[O:3])[CH3:2]. Procedure: Repeat the process of Example 6, substituting an equivalent quantity of 8-acetyl-10,11-dihydrodibenzo[b,f]thiepin-3-carboxylic acid 5,5-dioxide for the dibenzo[b,f]thiepin-3-carboxylic acid 5,5-dioxide, to obtain the title product.